Task: describe an organic reaction: reactants, conditions, products, and yield. Dataset: the Open Reaction Database (ORD), a public repository of structured organic reaction records Reactants: COC(C1=CC(=C(C=C1)OC)Cl)=O (3-chloro-4-methoxybenzoic acid methyl ester), [OH-].[Na+] (sodium hydroxide), Cl (hydrochloric acid). Solvent: O (water). Yields the product ClC=1C=C(C(=O)Cl)C=CC1OC (3-chloro-4-methoxybenzoic acid chloride). Reaction SMILES: C[O:2][C:3](=O)[C:4]1[CH:9]=[CH:8][C:7]([O:10][CH3:11])=[C:6]([Cl:12])[CH:5]=1.[OH-].[Na+].[ClH:16]>O>[Cl:12][C:6]1[CH:5]=[C:4]([CH:9]=[CH:8][C:7]=1[O:10][CH3:11])[C:3]([Cl:16])=[O:2] |f:1.2|. Procedure: A mixture of 10.4 g. (0.052 mol.) of 3-chloro-4-methoxybenzoic acid methyl ester and 3.5 g. (0.09 mol.) of sodium hydroxide in 150 ml. of water was refluxed for two hours. The reaction mixture was cooled and acidified with 10% aqueous hydrochloric acid to precipitate 3-chloro-4-methoxybenzoic acid, m.p. 199°-202°. The acid was refluxed with thionyl chloride as described in the procedure of Example 9 to give 3-chloro-4-methoxybenzoic acid chloride, m.p. 55°-57°.